This data is from the Open Reaction Database (ORD), a public repository of structured organic reaction records. The task is: describe an organic reaction: reactants, conditions, products, and yield Reactants: BrCC1=C(C=CC=C1)Cl (1-(Bromomethyl)-2-chlorobenzene), BrC=1C=CC(=C(C(=O)O)C1)O (5-bromo-2-hydroxybenzoic acid), C([O-])([O-])=O.[K+].[K+] (potassium carbonate). The solvent is CC(=O)C (acetone). Conditions: temperature 55 celsius, time 16 hour. The product is BrC=1C=CC(=C(C(=O)OCC2=C(C=CC=C2)Cl)C1)OCC1=C(C=CC=C1)Cl ((2-Chlorophenyl)methyl 5-bromo-2-{[(2-chlorophenyl)methyl]oxy}benzoate). Reaction SMILES: Br[CH2:2][C:3]1[CH:8]=[CH:7][CH:6]=[CH:5][C:4]=1[Cl:9].[Br:10][C:11]1[CH:12]=[CH:13][C:14]([OH:20])=[C:15]([CH:19]=1)[C:16]([OH:18])=[O:17].C(=O)([O-])[O-].[K+].[K+]>CC(C)=O>[Br:10][C:11]1[CH:12]=[CH:13][C:14]([O:20][CH2:2][C:3]2[CH:8]=[CH:7][CH:6]=[CH:5][C:4]=2[Cl:9])=[C:15]([CH:19]=1)[C:16]([O:18][CH2:2][C:3]1[CH:8]=[CH:7][CH:6]=[CH:5][C:4]=1[Cl:9])=[O:17] |f:2.3.4|. Reported procedure: 1-(Bromomethyl)-2-chlorobenzene (833 mg, 4.05 mmol) was added dropwise to a stirred suspension of 5-bromo-2-hydroxybenzoic acid (400 mg, 1.84 mmol) and potassium carbonate (509 mg, 3.69 mmol) in acetone (50 ml) over 1 min under nitrogen. The reaction mixture was stirred at 55° C. for 16 h. The organic phase was evaporated and the residue was washed with water (25 ml), extracted by ethyl acetate (3×30 ml) and evaporated in vacuo to yield the title compound as a light yellow solid. 520 mg.